This data is from the Open Reaction Database (ORD), a public repository of structured organic reaction records. The task is: describe an organic reaction: reactants, conditions, products, and yield The reactants are ice, FC(C(=O)C1=CC=C(C=C1)B1OC(C(O1)(C)C)(C)C)(F)F (2,2,2-trifluoro-1-[4-(4,4,5,5-tetramethyl-1,3,2-dioxaborolan-2-yl)phenyl]ethanone), BrC1=NC=C(C=C1)F (2-bromo-5-fluoropyridine), C([O-])([O-])=O.[Na+].[Na+] (sodium carbonate). Reagents/catalysts: C1=CC=C(C=C1)P([C-]2C=CC=C2)C3=CC=CC=C3.C1=CC=C(C=C1)P([C-]2C=CC=C2)C3=CC=CC=C3.Cl[Pd]Cl.[Fe+2] (Pd(dppf)Cl2). The solvent is CN(C=O)C (N,N-dimethylformamide), O (water). Reaction conditions: temperature 90 celsius. Product: petroleum ether ethyl acetate, FC(C(=O)C1=CC=C(C=C1)C1=NC=C(C=C1)F)(F)F (2,2,2-trifluoro-1-[4-(5-fluoropyridin-2-yl)phenyl]ethanone). Reaction SMILES: [F:1][C:2]([F:21])([F:20])[C:3]([C:5]1[CH:10]=[CH:9][C:8](B2OC(C)(C)C(C)(C)O2)=[CH:7][CH:6]=1)=[O:4].Br[C:23]1[CH:28]=[CH:27][C:26]([F:29])=[CH:25][N:24]=1.C(=O)([O-])[O-].[Na+].[Na+]>CN(C)C=O.O.C1C=CC(P(C2C=CC=CC=2)[C-]2C=CC=C2)=CC=1.C1C=CC(P(C2C=CC=CC=2)[C-]2C=CC=C2)=CC=1.Cl[Pd]Cl.[Fe+2]>[F:21][C:2]([F:1])([F:20])[C:3]([C:5]1[CH:6]=[CH:7][C:8]([C:23]2[CH:28]=[CH:27][C:26]([F:29])=[CH:25][N:24]=2)=[CH:9][CH:10]=1)=[O:4] |f:2.3.4,7.8.9.10|. Reported procedure: Pd(dppf)Cl2 (2.5 g, 3.3 mmol) was added to a degassed, ambient temperature solution of 2,2,2-trifluoro-1-[4-(4,4,5,5-tetramethyl-1,3,2-dioxaborolan-2-yl)phenyl]ethanone (20 g, 67 mmol), 2-bromo-5-fluoropyridine (11.6 g, 67 mmol) and sodium carbonate (12.7 g, 134 mmol) in N,N-dimethylformamide (4400 mL) and water (90 mL). After heating at 90° C. overnight, the reaction mixture was poured into ice (400 g) and extracted with diethyl ether. The combined organic extracts were dried (magnesium sulfate... Starting materials: NC1=N[C@](C(C(N1C)=O)(C)C)(C)C1=C(C=CC(=C1)N)F ((S)-2-amino-6-(5-amino-2-fluoro-phenyl)-3,5,5,6-tetramethyl-5,6-dihydro-3H-pyrimidin-4-one), [B][B][B][B][B][B][B][B][B][B] (decaborane), NC1=N[C@](C(C(N1C)=O)(C)C)(C)C1=C(C=CC(=C1)N)F ((S)-2-amino-6-(5-amino-2-fluoro-phenyl)-3,5,5,6-tetramethyl-5,6-dihydro-3H-pyrimidin-4-one), ClC=1C=NC2=C(C1)CCC2=O (3-chloro-5H-cyclopentapyridin-7(6H)-one). Product: NC1=N[C@](C(C(N1C)=O)(C)C)(C)C1=C(C=CC(=C1)NC1CCC=2C1=NC=C(C2)Cl)F ((6S)-2-amino-6-(5-(3-chloro-6,7-dihydro-5H-cyclopenta[b]pyridin-7-ylamino)-2-fluorophenyl)-3,5,5,6-tetramethyl-5,6-dihydropyrimidin-4(3H)-one). As a reaction SMILES: [NH2:1][C:2]1[N:7]([CH3:8])[C:6](=[O:9])[C:5]([CH3:11])([CH3:10])[C@:4]([C:13]2[CH:18]=[C:17]([NH2:19])[CH:16]=[CH:15][C:14]=2[F:20])([CH3:12])[N:3]=1.[Cl:21][C:22]1[CH:23]=[N:24][C:25]2[C:30](=O)[CH2:29][CH2:28][C:26]=2[CH:27]=1.[B][B][B][B][B][B][B][B][B][B]>>[NH2:1][C:2]1[N:7]([CH3:8])[C:6](=[O:9])[C:5]([CH3:10])([CH3:11])[C@:4]([C:13]2[CH:18]=[C:17]([NH:19][CH:30]3[C:25]4=[N:24][CH:23]=[C:22]([Cl:21])[CH:27]=[C:26]4[CH2:28][CH2:29]3)[CH:16]=[CH:15][C:14]=2[F:20])([CH3:12])[N:3]=1 |^3:31,40,^1:32,33,34,35,36,37,38,39|. Reported procedure: The reductive amination of (S)-2-amino-6-(5-amino-2-fluoro-phenyl)-3,5,5,6-tetramethyl-5,6-dihydro-3H-pyrimidin-4-one (intermediate J) and 3-chloro-5H-cyclopentapyridin-7(6H)-one using decaborane yielded (6S)-2-amino-6-(5-(3-chloro-6,7-dihydro-5H-cyclopenta[b]pyridin-7-ylamino)-2-fluorophenyl)-3,5,5,6-tetramethyl-5,6-dihydropyrimidin-4(3H)-one as a white foam. MS (ESI): m/z=430.3 [M+H]+. Reactants: CC(=O)O, CO, [OH-], [OH-], [Pd+2], CN(C)C(=O)C1CCN(C2CN(C(c3ccccc3)c3ccccc3)C2)CC1. The product is CN(C)C(=O)C1CCN(C2CNC2)CC1. Reaction SMILES: [CH3:29][C:30](=[O:31])[OH:32].[CH3:33][OH:34].[OH-:35].[OH-:37].[Pd+2:36].[c:1]1([CH:2]([c:3]2[cH:4][cH:5][cH:6][cH:7][cH:23]2)[N:8]2[CH2:9][CH:10]([N:12]3[CH2:13][CH2:14][CH:15]([C:18](=[O:19])[N:20]([CH3:21])[CH3:22])[CH2:16][CH2:17]3)[CH2:11]2)[cH:24][cH:25][cH:26][cH:27][cH:28]1>>[NH:8]1[CH2:9][CH:10]([N:12]2[CH2:13][CH2:14][CH:15]([C:18](=[O:19])[N:20]([CH3:21])[CH3:22])[CH2:16][CH2:17]2)[CH2:11]1.